From a dataset of the Open Reaction Database (ORD), a public repository of structured organic reaction records. describe an organic reaction: reactants, conditions, products, and yield Reactants: C1(CC1)C(O)C=1OC2=C(C1)C=CC=C2OC (cyclopropyl-(7-methoxybenzofuran-2-yl)-methanol), [H-].[Na+] (sodium hydride), IC (iodomethane). Run in O1CCCC1 (tetrahydrofuran), O1CCCC1 (tetrahydrofuran). Conditions: time 5 minute. Product: C1(CC1)C(C=1OC2=C(C1)C=CC=C2OC)OC (2-(Cyclopropyl-methoxy-methyl)-7-methoxybenzofuran). Reaction SMILES: [H-].[Na+].[CH:3]1([CH:6]([C:8]2[O:9][C:10]3[C:16]([O:17][CH3:18])=[CH:15][CH:14]=[CH:13][C:11]=3[CH:12]=2)[OH:7])[CH2:5][CH2:4]1.I[CH3:20]>O1CCCC1>[CH:3]1([CH:6]([O:7][CH3:20])[C:8]2[O:9][C:10]3[C:16]([O:17][CH3:18])=[CH:15][CH:14]=[CH:13][C:11]=3[CH:12]=2)[CH2:4][CH2:5]1 |f:0.1|. Procedure: To a stirred suspension of sodium hydride (60% dispersion in mineral oil, 0.52 g) in tetrahydrofuran (60 ml) under an atmosphere of nitrogen was added slowly a solution of cyclopropyl-(7-methoxybenzofuran-2-yl)-methanol (1.88 g) in tetrahydrofuran (15 ml). After stirring for 5 minutes, iodomethane (1.6 ml) was added and the mixture concentrated in vacuo. The residue was partitioned between ethyl acetate (100 ml) and water (100 ml), the organic layer washed with water (100 ml), separated, dried o... Starting materials: COC(=O)C=1N(S(C2=C(C1O)C=CC1=CC=CC=C12)(=O)=O)C (4-hydroxy-2-methyl-2H-Naphtho[ 2,1-e]-1,2-thiazine-3-carboxylic acid methyl ester-1,1-dioxide), NC=1SC(=CN1)C (2-amino-5-methyl-thiazole). Solvent: C=1(C(=CC=CC1)C)C (xylene). Product: OC1=C(N(S(C2=C1C=CC1=CC=CC=C12)(=O)=O)C)C(=O)NC=1SC(=CN1)C (4-Hydroxy-2-methyl-N-(5-methyl-2-thiazolyl)-2H-naphtho[2,1-e]-1,2-thiazine-3-carboxamide-1,1-dioxide). Isolated yield 67.0%. RXN SMILES: CO[C:3]([C:5]1[N:6]([CH3:22])[S:7](=[O:21])(=[O:20])[C:8]2[C:19]3[C:14](=[CH:15][CH:16]=[CH:17][CH:18]=3)[CH:13]=[CH:12][C:9]=2[C:10]=1[OH:11])=[O:4].[NH2:23][C:24]1[S:25][C:26]([CH3:29])=[CH:27][N:28]=1>C1(C)C(C)=CC=CC=1>[OH:11][C:10]1[C:9]2[CH:12]=[CH:13][C:14]3[C:19]([C:8]=2[S:7](=[O:20])(=[O:21])[N:6]([CH3:22])[C:5]=1[C:3]([NH:23][C:24]1[S:25][C:26]([CH3:29])=[CH:27][N:28]=1)=[O:4])=[CH:18][CH:17]=[CH:16][CH:15]=3. Procedure details: 4-Hydroxy-2-methyl-N-(5-methyl-2-thiazolyl)-2H-naphtho[2,1-e]-1,2-thiazine-3-carboxamide-1,1-dioxide was prepared analogous to Example 22 from 4-hydroxy-2-methyl-2H-Naphtho[ 2,1-e]-1,2-thiazine-3-carboxylic acid methyl ester-1,1-dioxide and 2-amino-5-methyl-thiazole. Yield: 67% of theory, m.p. 249°-250° C (decomp.; from xylene). Reactants: N#CCC(=O)O, CCN=C=NCCCN(C)C, NCc1ccc(Cl)cc1, Cl, C1COCCO1, On1nnc2ccccc21. The product is N#CCC(=O)NCc1ccc(Cl)cc1. RXN SMILES: [C:10](#[N:11])[CH2:12][C:13](=[O:14])[OH:15].[CH3:26][CH2:27][N:28]=[C:29]=[N:30][CH2:31][CH2:32][CH2:33][N:34]([CH3:35])[CH3:36].[Cl:1][c:2]1[cH:3][cH:4][c:5]([CH2:6][NH2:7])[cH:8][cH:9]1.[ClH:37].[O:38]1[CH2:39][CH2:40][O:41][CH2:42][CH2:43]1.[OH:16][n:17]1[c:18]2[c:19]([cH:20][cH:21][cH:22][cH:23]2)[n:24][n:25]1>>[Cl:1][c:2]1[cH:3][cH:4][c:5]([CH2:6][NH:7][C:13]([CH2:12][C:10]#[N:11])=[O:14])[cH:8][cH:9]1. Reactants: O (water), [H-].[Na+] (sodium hydride), [I-].C[S+](=O)(C)C (trimethylsulphoxonium iodide), ClC1=CC=C(C=C1)C(COC1OCCCC1)=O (1-(4-chlorophenyl)-2-[(tetrahydro-2H-pyran-2-yl)-oxy]-ethan-1-one). Run in CS(=O)C (dimethylsulphoxide), CS(=O)C (dimethylsulphoxide). Reaction conditions: time 1 hour. The product is ClC1=CC=C(C=C1)C1(OC1)COC1OCCCC1 (2-(4-chlorophenyl)-2-(tetrahydro-2H-pyran-2-yloxy-methyl)-oxirane). Yield: 90.0%. RXN SMILES: [H-].[Na+].[I-].[CH3:4][S+](C)(C)=O.[Cl:9][C:10]1[CH:15]=[CH:14][C:13]([C:16](=[O:25])[CH2:17][O:18][CH:19]2[CH2:24][CH2:23][CH2:22][CH2:21][O:20]2)=[CH:12][CH:11]=1.O>CS(C)=O>[Cl:9][C:10]1[CH:11]=[CH:12][C:13]([C:16]2([CH2:17][O:18][CH:19]3[CH2:24][CH2:23][CH2:22][CH2:21][O:20]3)[CH2:4][O:25]2)=[CH:14][CH:15]=1 |f:0.1,2.3|. Reported procedure: 6.3 g (0.21 mol) of sodium hydride (80% strength) are added to a mixture of 42 g (0.19 mol) of trimethylsulphoxonium iodide and 200 ml of dimethylsulphoxide at 15° C. The reaction mixture is stirred at room temperature for 1 hour and a solution of 39 g (0.153 mol) of 1-(4-chlorophenyl)-2-[(tetrahydro-2H-pyran-2-yl)-oxy]-ethan-1-one in 50 ml of dimethylsulphoxide is then added dropwise. The reaction mixture is stirred at 50° C. for 12 hours and then poured into water. The mixture formed is extrac... Reactants: CC(=O)Oc1c(C)cc(C(=O)O)cc1C, O=S(Cl)Cl. Yields the product CC(=O)Oc1c(C)cc(C(=O)Cl)cc1C. RXN SMILES: [CH3:5][c:6]1[cH:7][c:8]([C:9](=[O:10])[OH:11])[cH:12][c:13]([CH3:19])[c:14]1[O:15][C:16]([CH3:17])=[O:18].[S:1]([Cl:2])([Cl:3])=[O:4]>>[Cl:3][C:9]([c:8]1[cH:7][c:6]([CH3:5])[c:14]([O:15][C:16]([CH3:17])=[O:18])[c:13]([CH3:19])[cH:12]1)=[O:10]. Starting materials: O=C1CCC(=O)N1Br, CC#N, CCOC(=O)c1nc[nH]c1C(=O)OCC. Product: CCOC(=O)c1nc(Br)[nH]c1C(=O)OCC. As a reaction SMILES: [Br:1][N:2]1[C:3](=[O:4])[CH2:5][CH2:6][C:7]1=[O:8].[CH3:24][C:25]#[N:26].[nH:9]1[cH:10][n:11][c:12]([C:19](=[O:20])[O:21][CH2:22][CH3:23])[c:13]1[C:14](=[O:15])[O:16][CH2:17][CH3:18]>>[Br:1][c:10]1[nH:9][c:13]([C:14](=[O:15])[O:16][CH2:17][CH3:18])[c:12]([C:19](=[O:20])[O:21][CH2:22][CH3:23])[n:11]1. Reactants: CC1(C)OB(c2ccccc2N)OC1(C)C, COCCOC, COc1ccc(CN(Cc2ccc(OC)cc2)c2nc(C)nc(Cl)n2)cc1, [Na+], [Na+], O=C([O-])[O-], O, c1ccc(P(c2ccccc2)(c2ccccc2)[Pd](P(c2ccccc2)(c2ccccc2)c2ccccc2)(P(c2ccccc2)(c2ccccc2)c2ccccc2)P(c2ccccc2)(c2ccccc2)c2ccccc2)cc1. The product is COc1ccc(CN(Cc2ccc(OC)cc2)c2nc(C)nc(-c3ccccc3N)n2)cc1. As a reaction SMILES: [CH3:1][C:2]1([CH3:3])[C:4]([CH3:5])([CH3:6])[O:7][B:8]([c:9]2[c:10]([NH2:11])[cH:12][cH:13][cH:14][cH:15]2)[O:16]1.[CH3:50][O:51][CH2:52][CH2:53][O:54][CH3:55].[Cl:17][c:18]1[n:19][c:20]([N:25]([CH2:26][c:27]2[cH:28][cH:29][c:30]([O:33][CH3:34])[cH:31][cH:32]2)[CH2:35][c:36]2[cH:37][cH:38][c:39]([O:42][CH3:43])[cH:40][cH:41]2)[n:21][c:22]([CH3:24])[n:23]1.[Na+:44].[Na+:45].[O-:46][C:47](=[O:48])[O-:49].[OH2:133].[cH:56]1[cH:57][cH:58][c:59]([P:60]([Pd:61]([P:62]([c:63]2[cH:64][cH:65][cH:66][cH:67][cH:68]2)([c:69]2[cH:70][cH:71][cH:72][cH:73][cH:74]2)[c:75]2[cH:76][cH:77][cH:78][cH:79][cH:80]2)([P:81]([c:82]2[cH:83][cH:84][cH:85][cH:86][cH:87]2)([c:88]2[cH:89][cH:90][cH:91][cH:92][cH:93]2)[c:94]2[cH:95][cH:96][cH:97][cH:98][cH:99]2)[P:100]([c:101]2[cH:102][cH:103][cH:104][cH:105][cH:106]2)([c:107]2[cH:108][cH:109][cH:110][cH:111][cH:112]2)[c:113]2[cH:114][cH:115][cH:116][cH:117][cH:118]2)([c:119]2[cH:120][cH:121][cH:122][cH:123][cH:124]2)[c:125]2[cH:126][cH:127][cH:128][cH:129][cH:130]2)[cH:131][cH:132]1>>[c:9]1(-[c:18]2[n:19][c:20]([N:25]([CH2:26][c:27]3[cH:28][cH:29][c:30]([O:33][CH3:34])[cH:31][cH:32]3)[CH2:35][c:36]3[cH:37][cH:38][c:39]([O:42][CH3:43])[cH:40][cH:41]3)[n:21][c:22]([CH3:24])[n:23]2)[c:10]([NH2:11])[cH:12][cH:13][cH:14][cH:15]1.